From a dataset of the Open Reaction Database (ORD), a public repository of structured organic reaction records. describe an organic reaction: reactants, conditions, products, and yield Reactants: CC[Si](CC)(CC)OC1CC(O)C(CC=CCCCC23OCC(C)(CO2)CO3)C1CS(=O)(=O)c1ccccc1, O=P(c1ccccc1)(c1ccccc1)c1ccccc1. Yields the product CC12COC(CCCC=CCC3C(O)CC(O)C3CS(=O)(=O)c3ccccc3)(OC1)OC2. Reaction SMILES: [CH3:1][C:2]12[CH2:3][O:4][C:5]([CH2:10][CH2:11][CH2:12][CH:13]=[CH:14][CH2:15][CH:16]3[CH:17]([OH:39])[CH2:18][CH:19]([O:31][Si:32]([CH2:33][CH3:34])([CH2:35][CH3:36])[CH2:37][CH3:38])[CH:20]3[CH2:21][S:22](=[O:23])(=[O:24])[c:25]3[cH:26][cH:27][cH:28][cH:29][cH:30]3)([O:6][CH2:7]1)[O:8][CH2:9]2.[c:40]1([P:41](=[O:42])([c:43]2[cH:44][cH:45][cH:46][cH:47][cH:48]2)[c:49]2[cH:50][cH:51][cH:52][cH:53][cH:54]2)[cH:55][cH:56][cH:57][cH:58][cH:59]1>>[CH3:1][C:2]12[CH2:3][O:4][C:5]([CH2:10][CH2:11][CH2:12][CH:13]=[CH:14][CH2:15][CH:16]3[CH:17]([OH:39])[CH2:18][CH:19]([OH:31])[CH:20]3[CH2:21][S:22](=[O:23])(=[O:24])[c:25]3[cH:26][cH:27][cH:28][cH:29][cH:30]3)([O:6][CH2:7]1)[O:8][CH2:9]2.